This data is from the Open Reaction Database (ORD), a public repository of structured organic reaction records. The task is: describe an organic reaction: reactants, conditions, products, and yield The reactants are CC1=C(N=C(O1)C1=CC=CC=C1)CCOC1=CC=C(C=C1)O (4-[2-(5-methyl-2-phenyloxazol-4-yl)ethoxy]phenol), C(=O)([O-])[O-].[Cs+].[Cs+] (Cs2CO3), C(C)OC(C(CC)Br)=O (2-bromobutyric acid ethyl ester). Solvent: O (H2O), [Na+].[Cl-] (NaCl), CN(C)C=O (DMF). Conditions: temperature 55 celsius, time 18 hour. Product: C(C)OC(C(CC)OC1=CC=C(C=C1)OCCC=1N=C(OC1C)C1=CC=CC=C1)=O (2-{4-[2-(5-Methyl-2-phenyloxazol-4-yl)ethoxy]phenoxy}butyric acid ethyl ester). Reaction SMILES: [CH3:1][C:2]1[O:6][C:5]([C:7]2[CH:12]=[CH:11][CH:10]=[CH:9][CH:8]=2)=[N:4][C:3]=1[CH2:13][CH2:14][O:15][C:16]1[CH:21]=[CH:20][C:19]([OH:22])=[CH:18][CH:17]=1.C([O-])([O-])=O.[Cs+].[Cs+].[CH2:29]([O:31][C:32](=[O:37])[CH:33](Br)[CH2:34][CH3:35])[CH3:30]>CN(C=O)C.O.[Na+].[Cl-]>[CH2:29]([O:31][C:32](=[O:37])[CH:33]([O:22][C:19]1[CH:18]=[CH:17][C:16]([O:15][CH2:14][CH2:13][C:3]2[N:4]=[C:5]([C:7]3[CH:8]=[CH:9][CH:10]=[CH:11][CH:12]=3)[O:6][C:2]=2[CH3:1])=[CH:21][CH:20]=1)[CH2:34][CH3:35])[CH3:30] |f:1.2.3,7.8|. Procedure details: A solution of 4-[2-(5-methyl-2-phenyloxazol-4-yl)ethoxy]phenol in dry DMF (3.0 mL) under argon was treated with Cs2CO3 (483 mg, 1.5 mmol) then 2-bromobutyric acid ethyl ester (350 μL, 2.4 mmol). The reaction mixture was stirred at 55° C. for 18 h, was allowed to cool to room temperature, diluted with H2O, saturated with NaCl, and partitioned with ethyl acetate. The organic layer was washed with NaHCO3 then brine, dried (Na2SO4), and concentrated in vacuo to give a yellow oil (394 mg). The produc...